This data is from the Open Reaction Database (ORD), a public repository of structured organic reaction records. The task is: describe an organic reaction: reactants, conditions, products, and yield Reactants: OC1=C(C(C(C2=CC=CC=C12)(CCC(C)C)C)=O)C1=NS(C2=C(N1)C=CC(=C2)OCC(=O)N)(=O)=O (2-({3-[1-hydroxy-4-methyl-4-(3-methylbutyl)-3-oxo-3,4-dihydronaphthalen-2-yl]-1,1-dioxido-4H-1,2,4-benzothiadiazin-7-yl}oxy)acetamide), [OH-].[Na+] (sodium hydroxide). Solvent: O (water). Run at temperature 25 celsius, time 1 hour. Yields the product NC(COC1=CC2=C(NC(=NS2(=O)=O)C2=C(C3=CC=CC=C3C(C2=O)(CCC(C)C)C)[O-])C=C1)=O.[Na+] (sodium 2-[7-(2-amino-2-oxoethoxy)-1,1-dioxido-4H-1,2,4-benzothiadiazin-3-yl]-4-methyl-4-(3-methylbutyl)-3-oxo-3,4-dihydronaphthalen-1-olate). Isolated yield 96.7%. Reaction SMILES: [OH:1][C:2]1[C:11]2[C:6](=[CH:7][CH:8]=[CH:9][CH:10]=2)[C:5]([CH3:17])([CH2:12][CH2:13][CH:14]([CH3:16])[CH3:15])[C:4](=[O:18])[C:3]=1[C:19]1[NH:24][C:23]2[CH:25]=[CH:26][C:27]([O:29][CH2:30][C:31]([NH2:33])=[O:32])=[CH:28][C:22]=2[S:21](=[O:35])(=[O:34])[N:20]=1.[OH-].[Na+:37]>O>[NH2:33][C:31](=[O:32])[CH2:30][O:29][C:27]1[CH:26]=[CH:25][C:23]2[NH:24][C:19]([C:3]3[C:4](=[O:18])[C:5]([CH3:17])([CH2:12][CH2:13][CH:14]([CH3:15])[CH3:16])[C:6]4[C:11](=[CH:10][CH:9]=[CH:8][CH:7]=4)[C:2]=3[O-:1])=[N:20][S:21](=[O:34])(=[O:35])[C:22]=2[CH:28]=1.[Na+:37] |f:1.2,4.5|. Procedure: A suspension of the product of Example 28I (0.099 g) in water (2 mL) was treated with 0.997N sodium hydroxide solution (0.200 mL, 0.199 mmol) and stirred at 25° C. for 1 hour. The solution was lyophilized to give the title compound (0.100 g, 85% two steps). 1H NMR (300 MHz, DMSO-d6): δ ppm 0.43 (m, 1 H) 0.75 (m, 7 H) 1.31 (m, 5 H) 1.64 (m, 2 H) 2.14 (m, 1 H) 4.45 (m, 2 H) 7.31 (m, 6 H) 8.05 (m, 1 H) 15.42 (m, 1 H). MS (ESI−) m/z 496 (M−H)−. Reactants: O=C1CC(CO)CN1C1CCCCC1, ClCCl, [H-], CI, [Na+]. Yields the product COCC1CC(=O)N(C2CCCCC2)C1. Reaction SMILES: [CH:1]1([N:7]2[C:8](=[O:14])[CH2:9][CH:10]([CH2:12][OH:13])[CH2:11]2)[CH2:2][CH2:3][CH2:4][CH2:5][CH2:6]1.[Cl:19][CH2:20][Cl:21].[H-:15].[I:17][CH3:18].[Na+:16]>>[CH:1]1([N:7]2[C:8](=[O:14])[CH2:9][CH:10]([CH2:12][O:13][CH3:18])[CH2:11]2)[CH2:2][CH2:3][CH2:4][CH2:5][CH2:6]1. The reactants are [Al+3], C1CCOC1, [Cl-], [H-], [H-], [H-], [H-], [Li+], [NH4+], O=C1CCCc2nc3ccccc3c(NCCCC(c3ccccc3)c3ccccc3)c21. Yields the product OC1CCCc2nc3ccccc3c(NCCCC(c3ccccc3)c3ccccc3)c21. Reaction SMILES: [Al+3:34].[CH2:41]1[O:42][CH2:43][CH2:44][CH2:45]1.[Cl-:39].[H-:33].[H-:36].[H-:37].[H-:38].[Li+:35].[NH4+:40].[c:1]1([CH:7]([CH2:8][CH2:9][CH2:10][NH:11][c:12]2[c:13]3[cH:14][cH:15][cH:16][cH:17][c:18]3[n:19][c:20]3[c:25]2[C:24](=[O:26])[CH2:23][CH2:22][CH2:21]3)[c:27]2[cH:28][cH:29][cH:30][cH:31][cH:32]2)[cH:2][cH:3][cH:4][cH:5][cH:6]1>>[c:1]1([CH:7]([CH2:8][CH2:9][CH2:10][NH:11][c:12]2[c:13]3[cH:14][cH:15][cH:16][cH:17][c:18]3[n:19][c:20]3[c:25]2[CH:24]([OH:26])[CH2:23][CH2:22][CH2:21]3)[c:27]2[cH:28][cH:29][cH:30][cH:31][cH:32]2)[cH:2][cH:3][cH:4][cH:5][cH:6]1. Reactants: B.CSC (Borane dimethylsulfide), C(C1=CC=CC=C1)N1C(C(=NC2=CC=CC=C12)C(=O)N(C)C)=O (4-benzyl-N,N-dimethyl-3-oxo-3,4-dihydro-2-quinoxalinecarboxamide), C1CCOC1 (THF). Conditions: temperature 50 celsius, time 18 hour. Product: C(C)(=O)N1C(CN(C2=CC=CC=C12)CC1=CC=CC=C1)CN(C)C (1-Acetyl-4-benzyl-2-(N,N-dimethylamino)methyl-1,2,3,4-tetrahydroquinoxaline). RXN SMILES: B.CSC.[CH2:5]([N:12]1[C:21]2[C:16](=[CH:17][CH:18]=[CH:19][CH:20]=2)[N:15]=[C:14]([C:22]([N:24]([CH3:26])[CH3:25])=O)[C:13]1=O)[C:6]1[CH:11]=[CH:10][CH:9]=[CH:8][CH:7]=1.C1C[O:31][CH2:30][CH2:29]1>>[C:30]([N:15]1[C:16]2[C:21](=[CH:20][CH:19]=[CH:18][CH:17]=2)[N:12]([CH2:5][C:6]2[CH:11]=[CH:10][CH:9]=[CH:8][CH:7]=2)[CH2:13][CH:14]1[CH2:22][N:24]([CH3:26])[CH3:25])(=[O:31])[CH3:29] |f:0.1|. Procedure details: Borane-dimethylsulfide complex (10M-THF solution; 5 ml) was added to a THF (20 ml) solution of 4-benzyl-N,N-dimethyl-3-oxo-3,4-dihydro-2-quinoxalinecarboxamide (1.5 g). The reaction mixture was stirred at room temperature for one hour, further at 50° C. for 18 hours, then concentrated. The residue was dissolved in methanol (30 ml) and the mixture was stirred at 50° C. for 20 hours together with 6N hydrochloric acid (10 ml). The reaction mixture was concentrated, and the residue was dissolved in ... The reactants are BrC1=C(C=C(N)C=C1)Cl (4-bromo-3-chloroaniline), C(=O)O (formic acid). Yields the product BrC1=C(C=C(C=C1)NC=O)Cl (N-(4-bromo-3-chlorophenyl)formamide). RXN SMILES: [Br:1][C:2]1[CH:8]=[CH:7][C:5]([NH2:6])=[CH:4][C:3]=1[Cl:9].[CH:10](O)=[O:11]>>[Br:1][C:2]1[CH:8]=[CH:7][C:5]([NH:6][CH:10]=[O:11])=[CH:4][C:3]=1[Cl:9]. Procedure details: A mixture of 60.7 g of 4-bromo-3-chloroaniline and 300 ml of 97% formic acid was refluxed for four hours. The resulting mixture was poured over ice and filtered. The solid was washed with water and recrystallized from 3/1 v/v ether/hexane to give N-(4-bromo-3-chlorophenyl)formamide (4A), as a tan solid, mp: 110°-113° C. Starting materials: Cl, CNCCC(c1ccccc1)c1cccc2cc[nH]c12, CNC(=O)CC(c1ccccc1)c1ccc2[nH]ncc2c1. The product is CNCCC(c1ccccc1)c1ccc2[nH]ncc2c1. Reaction SMILES: [ClH:1].[nH:23]1[c:24]2[c:25]([cH:26][cH:27][cH:28][c:29]2[CH:30]([c:31]2[cH:32][cH:33][cH:34][cH:35][cH:36]2)[CH2:37][CH2:38][NH:39][CH3:40])[cH:41][cH:42]1.[nH:2]1[n:3][cH:4][c:5]2[cH:6][c:7]([CH:11]([CH2:12][C:13](=[O:14])[NH:15][CH3:16])[c:17]3[cH:18][cH:19][cH:20][cH:21][cH:22]3)[cH:8][cH:9][c:10]12>>[nH:2]1[n:3][cH:4][c:5]2[cH:6][c:7]([CH:11]([CH2:12][CH2:13][NH:15][CH3:16])[c:17]3[cH:18][cH:19][cH:20][cH:21][cH:22]3)[cH:8][cH:9][c:10]12. Starting materials: N1CC(C1)N1N=CC(=C1)C1=CC2=C(C3=NC(=CN3CCO2)C=2N(N=C(N2)C)C(C)C)C=C1 (8-(1-Azetidin-3-yl-1H-pyrazol-4-yl)-2-(2-isopropyl-5-methyl-2H-[1,2,4]triazol-3-yl)-4,5-dihydro-6-oxa-1,3a-diaza-benzo[e]azulene), C(C)(C)(C)[Si](OCC=O)(C)C ((tert-butyl-dimethyl-silanyloxy)-acetaldehyde), C(C)(=O)O (acetic acid), C(C)(=O)O[BH-](OC(C)=O)OC(C)=O.[Na+] (sodium triacetoxyborohydride). Run in C(Cl)Cl (methylene chloride). Reaction conditions: time 5 hour. The product is C(C)(C)(C)[Si](OCCN1CC(C1)N1N=CC(=C1)C1=CC2=C(C3=NC(=CN3CCO2)C=2N(N=C(N2)C)C(C)C)C=C1)(C)C (8-(1-{1-[2-(tert-Butyl-dimethyl-silanyloxy)-ethyl]-azetidin-3-yl}-1H-pyrazol-4-yl)-2-(2-isopropyl-5-methyl-2H-[1,2,4]triazol-3-yl)-4,5-dihydro-6-oxa-1,3a-diaza-benzo[e]azulene). As a reaction SMILES: [NH:1]1[CH2:4][CH:3]([N:5]2[CH:9]=[C:8]([C:10]3[CH:32]=[CH:31][C:13]4[C:14]5[N:18]([CH2:19][CH2:20][O:21][C:12]=4[CH:11]=3)[CH:17]=[C:16]([C:22]3[N:23]([CH:28]([CH3:30])[CH3:29])[N:24]=[C:25]([CH3:27])[N:26]=3)[N:15]=5)[CH:7]=[N:6]2)[CH2:2]1.[C:33]([Si:37]([CH3:43])([CH3:42])[O:38][CH2:39][CH:40]=O)([CH3:36])([CH3:35])[CH3:34].C(O)(=O)C.C(O[BH-](OC(=O)C)OC(=O)C)(=O)C.[Na+]>C(Cl)Cl>[C:33]([Si:37]([CH3:43])([CH3:42])[O:38][CH2:39][CH2:40][N:1]1[CH2:2][CH:3]([N:5]2[CH:9]=[C:8]([C:10]3[CH:32]=[CH:31][C:13]4[C:14]5[N:18]([CH2:19][CH2:20][O:21][C:12]=4[CH:11]=3)[CH:17]=[C:16]([C:22]3[N:23]([CH:28]([CH3:30])[CH3:29])[N:24]=[C:25]([CH3:27])[N:26]=3)[N:15]=5)[CH:7]=[N:6]2)[CH2:4]1)([CH3:36])([CH3:35])[CH3:34] |f:3.4|. Procedure: To a solution of 8-(1-Azetidin-3-yl-1H-pyrazol-4-yl)-2-(2-isopropyl-5-methyl-2H-[1,2,4]triazol-3-yl)-4,5-dihydro-6-oxa-1,3a-diaza-benzo[e]azulene in methylene chloride was added (tert-butyl-dimethyl-silanyloxy)-acetaldehyde and acetic acid followed by sodium triacetoxyborohydride. The reaction was stirred at room temperature for about 5 hours and quenched with 1N NaOH. Methylene chloride was added and the mixture was extracted 3 times with methylene chloride. The organic phases were combined, dr... Starting materials: N1=CC(=CC=C1)C=O (Pyridine-3-carboxaldehyde), C1(=CC=CC=C1)P(=CC(C)=O)(C1=CC=CC=C1)C1=CC=CC=C1 (1-triphenylphosphoranylidene-2-propanone). Solvent: C1(=CC=CC=C1)C (toluene). The product is N1=CC(=CC=C1)C=CC(C)=O (1-(3-pyridyl)but-1-en-3-one). Reaction SMILES: [N:1]1[CH:6]=[CH:5][CH:4]=[C:3]([CH:7]=O)[CH:2]=1.C1(P(C2C=CC=CC=2)(C2C=CC=CC=2)=[CH:16][C:17](=[O:19])[CH3:18])C=CC=CC=1>C1(C)C=CC=CC=1>[N:1]1[CH:6]=[CH:5][CH:4]=[C:3]([CH:7]=[CH:16][C:17](=[O:19])[CH3:18])[CH:2]=1. Reported procedure: Pyridine-3-carboxaldehyde (18.9 ml) and 1-triphenylphosphoranylidene-2-propanone (70 g) were heated at reflux in toluene for 2 hr. The solvent was evaporated and the residue was distilled at reduced pressure to give 1-(3-pyridyl)but-1-en-3-one as an oil. Pmr spectrum (CDCl3 ; δ in ppm): 2.41 (3H, s); 6.79 (1H, d); 7.2-8.77 (4H, m); 7.52 (1H, d). Reactants: C(OCOC=1C(C(=CN2C1C(N1[C@@H](C2)N2[C@@H](C1)CCC2)=O)C(=O)NCC2=C(C=C(C=C2)F)F)=O)(OCCCOCC2=CC=CC=C2)=O ({[(4aS,13aR)-8-({[(2,4-difluorophenyl)methyl]amino}carbonyl)-9,11-dioxo-2,3,4a,5,9,11,13,13a-octahydro-1H-pyrido[1,2-a]pyrrolo[1′,2′:3,4]imidazo[1,2-d]pyrazin-10-yl]oxy}methyl 3-[(phenylmethyl)oxy]propyl carbonate). Reagents/catalysts: [Pd] (palladium on charcoal). Run in CO.CC(=O)O (MeOH AcOH). Run at time 25 minute. The product is C(OCOC=1C(C(=CN2C1C(N1[C@@H](C2)N2[C@@H](C1)CCC2)=O)C(=O)NCC2=C(C=C(C=C2)F)F)=O)(OCCCO)=O ({[(4aS,13aR)-8-({[(2,4-Difluorophenyl)methyl]amino}carbonyl)-9,11-dioxo-2,3,4a,5,9,11,13,13a-octahydro-1H-pyrido[1,2-a]pyrrolo[1′,2′:3,4]imidazo[1,2-d]pyrazin-10-yl]oxy}methyl 3-hydroxypropyl carbonate). Isolated yield 99.0%. RXN SMILES: [C:1](=[O:47])([O:35][CH2:36][CH2:37][CH2:38][O:39]CC1C=CC=CC=1)[O:2][CH2:3][O:4][C:5]1[C:6](=[O:34])[C:7]([C:22]([NH:24][CH2:25][C:26]2[CH:31]=[CH:30][C:29]([F:32])=[CH:28][C:27]=2[F:33])=[O:23])=[CH:8][N:9]2[CH2:14][C@H:13]3[N:15]4[CH2:20][CH2:19][CH2:18][C@@H:16]4[CH2:17][N:12]3[C:11](=[O:21])[C:10]=12>CO.CC(O)=O.[Pd]>[C:1](=[O:47])([O:35][CH2:36][CH2:37][CH2:38][OH:39])[O:2][CH2:3][O:4][C:5]1[C:6](=[O:34])[C:7]([C:22]([NH:24][CH2:25][C:26]2[CH:31]=[CH:30][C:29]([F:32])=[CH:28][C:27]=2[F:33])=[O:23])=[CH:8][N:9]2[CH2:14][C@H:13]3[N:15]4[CH2:20][CH2:19][CH2:18][C@@H:16]4[CH2:17][N:12]3[C:11](=[O:21])[C:10]=12 |f:1.2|. Procedure: A solution of {[(4aS,13aR)-8-({[(2,4-difluorophenyl)methyl]amino}carbonyl)-9,11-dioxo-2,3,4a,5,9,11,13,13a-octahydro-1H-pyrido[1,2-a]pyrrolo[1′,2′:3,4]imidazo[1,2-d]pyrazin-10-yl]oxy}methyl 3-[(phenylmethyl)oxy]propyl carbonate (2.30 g, 3.52 mmol) in 50 mL of 1:1 MeOH/AcOH was subjected to hydrogenation at 55 psi in the presence of 0.75 g of 10% palladium on charcoal. After 5 hours the reaction vessel was purged with nitrogen, catalyst removed by filtration through celite and the filtrate concen...